From a dataset of the Open Reaction Database (ORD), a public repository of structured organic reaction records. describe an organic reaction: reactants, conditions, products, and yield Reactants: ice, C(C1=CC=CC=C1)OC=1C=CC(=C(C1)N(C=O)CC(C)O)C=O (N-(5-Benzyloxy-2-formylphenyl)-N-(2-hydroxypropyl)-formamide), [OH-].[Na+] (sodium hydroxide). Run in C1CCOC1 (THF). Product: C(C1=CC=CC=C1)OC1=CC(=C(C=O)C=C1)NCC(C)O (4-Benzyloxy-2-(2-hydroxy-propylamino)benzaldehyde). RXN SMILES: [CH2:1]([O:8][C:9]1[CH:10]=[CH:11][C:12]([CH:22]=[O:23])=[C:13]([N:15]([CH2:18][CH:19]([OH:21])[CH3:20])C=O)[CH:14]=1)[C:2]1[CH:7]=[CH:6][CH:5]=[CH:4][CH:3]=1.[OH-].[Na+]>C1COCC1>[CH2:1]([O:8][C:9]1[CH:10]=[CH:11][C:12]([CH:22]=[O:23])=[C:13]([NH:15][CH2:18][CH:19]([OH:21])[CH3:20])[CH:14]=1)[C:2]1[CH:7]=[CH:6][CH:5]=[CH:4][CH:3]=1 |f:1.2|. Reported procedure: An ice-cooled solution of the product from Step B (298 g, 0.95 mol) in THF (3 L) was treated with 1 M aqueous sodium hydroxide (1.95 L, 1.9 mol) keeping the temperature below 8° C. After the starting material was consumed, the mixture was diluted with brine and extracted twice with ethyl ether. The organic solution was washed with water until neutral and then with brine, dried over sodium sulfate, treated with charcoal and passed through silica (1 kg) with ether and with 1:1 ethyl acetate-hexane... The reactants are C(C)(C)(C)OC(NCCBr)=O ((2-bromo-ethyl)-carbamic acid tert-butyl ester), C(C)OC(CC1CC2=C(CCC1)C=C(C=C2)O)=O ((2-hydroxy-6,7,8,9-tetrahydro-5H-benzocyclohepten-6-yl)-acetic acid ethyl ester). Product: C(C)OC(CC1CC2=C(CCC1)C=C(C=C2)OCCNC(=O)OC(C)(C)C)=O ([2-(2-tert-Butoxycarbonylamino-ethoxy)-6,7,8,9-tetrahydro-5H-benzocyclohepten-6-yl]-acetic acid ethyl ester). As a reaction SMILES: [C:1]([O:5][C:6](=[O:11])[NH:7][CH2:8][CH2:9]Br)([CH3:4])([CH3:3])[CH3:2].[CH2:12]([O:14][C:15](=[O:29])[CH2:16][CH:17]1[CH2:23][CH2:22][CH2:21][C:20]2[CH:24]=[C:25]([OH:28])[CH:26]=[CH:27][C:19]=2[CH2:18]1)[CH3:13]>>[CH2:12]([O:14][C:15](=[O:29])[CH2:16][CH:17]1[CH2:23][CH2:22][CH2:21][C:20]2[CH:24]=[C:25]([O:28][CH2:9][CH2:8][NH:7][C:6]([O:5][C:1]([CH3:4])([CH3:3])[CH3:2])=[O:11])[CH:26]=[CH:27][C:19]=2[CH2:18]1)[CH3:13]. Procedure details: The title compound was prepared according to the procedure of Example 19 except that (2-bromo-ethyl)-carbamic acid tert-butyl ester was used in place of (3-bromo-propyl)-carbamic acid tert-butyl ester and (2-hydroxy-6,7,8,9-tetrahydro-5H-benzocyclohepten-6-yl)-acetic acid ethyl ester was used in place of (7-hydroxy-1,2,3,4-tetrahydro-napthalen-2-yl)-acetic acid ethyl ester and the title compound was isolated as a pale yellow oil. The reactants are CC(C)(NC(=O)OCc1ccccc1)C(=O)O, CC(C)(C)OC(=O)C1CCCN1, ClCCCl, ClCCl, On1nnc2ccccc21. Yields the product CC(C)(C)OC(=O)C1CCCN1C(=O)C(C)(C)NC(=O)OCc1ccccc1. RXN SMILES: [C:13](=[O:14])([O:15][CH2:16][c:17]1[cH:18][cH:19][cH:20][cH:21][cH:22]1)[NH:23][C:24]([CH3:25])([C:26](=[O:27])[OH:28])[CH3:29].[C:1]([CH3:2])([CH3:3])([CH3:4])[O:5][C:6]([CH:7]1[NH:8][CH2:9][CH2:10][CH2:11]1)=[O:12].[CH2:40]([Cl:41])[CH2:42][Cl:43].[Cl:44][CH2:45][Cl:46].[OH:30][n:31]1[c:32]2[c:33]([cH:34][cH:35][cH:36][cH:37]2)[n:38][n:39]1>>[C:1]([CH3:2])([CH3:3])([CH3:4])[O:5][C:6]([CH:7]1[N:8]([C:26]([C:24]([NH:23][C:13](=[O:14])[O:15][CH2:16][c:17]2[cH:18][cH:19][cH:20][cH:21][cH:22]2)([CH3:25])[CH3:29])=[O:27])[CH2:9][CH2:10][CH2:11]1)=[O:12]. Starting materials: C, CO, [H][H], CCOC(=O)c1csc(-n2nc(-c3ccccc3)c3ccc([N+](=O)[O-])cc32)n1, [Pd]. The product is CCOC(=O)c1csc(-n2nc(-c3ccccc3)c3ccc(N)cc32)n1. Reaction SMILES: [C:33].[CH3:31][OH:32].[H:29][H:30].[N+:1]([O-:2])(=[O:3])[c:4]1[cH:5][cH:6][c:7]2[c:8](-[c:23]3[cH:24][cH:25][cH:26][cH:27][cH:28]3)[n:9][n:10](-[c:13]3[s:14][cH:15][c:16]([C:18](=[O:19])[O:20][CH2:21][CH3:22])[n:17]3)[c:11]2[cH:12]1.[Pd:34]>>[NH2:1][c:4]1[cH:5][cH:6][c:7]2[c:8](-[c:23]3[cH:24][cH:25][cH:26][cH:27][cH:28]3)[n:9][n:10](-[c:13]3[s:14][cH:15][c:16]([C:18](=[O:19])[O:20][CH2:21][CH3:22])[n:17]3)[c:11]2[cH:12]1. Procedure details: A solution of (R)-tert-butyl 3-fluoro-5-((4-(2,2,2-trifluoroacetyl)-1-oxa-4,9-diazaspiro[5.5]undecan-9-yl)methyl)phenethyl(2-hydroxy-2-(4-hydroxy-2-oxo-2,3-dihydrobenzo[d]thiazol-7-yl)ethyl)carbamate (examples 116-182, step a) (0.7 g) in 35% aqueous ammonia solution (15 mL) was allowed to stand at 20° C. for 40 minutes. The reaction mixture was evaporated to half the initial volume under reduced pressure. Water (10 mL) was added and this solution was passed through a 10 g C18 silica cartridge wh... Product: O1CCNCC12CCN(CC2)CC=2C=C(CCN(C(OC(C)(C)C)=O)C[C@@H](C1=CC=C(C=3NC(SC31)=O)O)O)C=C(C2)F ((R)-tert-Butyl 3-(1-oxa-4,9-diazaspiro[5.5]undecan-9-ylmethyl)-5-fluorophenethyl(2-hydroxy-2-(4-hydroxy-2-oxo-2,3-dihydrobenzo[d]thiazol-7-yl)ethyl)carbamate). RXN SMILES: [F:1][C:2]1[CH:3]=[C:4]([CH:29]=[C:30]([CH2:32][N:33]2[CH2:49][CH2:48][C:36]3([O:41][CH2:40][CH2:39][N:38](C(=O)C(F)(F)F)[CH2:37]3)[CH2:35][CH2:34]2)[CH:31]=1)[CH2:5][CH2:6][N:7]([CH2:15][C@H:16]([OH:28])[C:17]1[C:25]2[S:24][C:23](=[O:26])[NH:22][C:21]=2[C:20]([OH:27])=[CH:19][CH:18]=1)[C:8](=[O:14])[O:9][C:10]([CH3:13])([CH3:12])[CH3:11]>N>[O:41]1[C:36]2([CH2:35][CH2:34][N:33]([CH2:32][C:30]3[CH:29]=[C:4]([CH:3]=[C:2]([F:1])[CH:31]=3)[CH2:5][CH2:6][N:7]([CH2:15][C@H:16]([OH:28])[C:17]3[C:25]4[S:24][C:23](=[O:26])[NH:22][C:21]=4[C:20]([OH:27])=[CH:19][CH:18]=3)[C:8](=[O:14])[O:9][C:10]([CH3:13])([CH3:12])[CH3:11])[CH2:49][CH2:48]2)[CH2:37][NH:38][CH2:39][CH2:40]1. Solvent: N (ammonia). Conditions: time 40 minute. The reactants are FC=1C=C(CCN(C(OC(C)(C)C)=O)C[C@@H](C2=CC=C(C=3NC(SC32)=O)O)O)C=C(C1)CN1CCC3(CN(CCO3)C(C(F)(F)F)=O)CC1 ((R)-tert-butyl 3-fluoro-5-((4-(2,2,2-trifluoroacetyl)-1-oxa-4,9-diazaspiro[5.5]undecan-9-yl)methyl)phenethyl(2-hydroxy-2-(4-hydroxy-2-oxo-2,3-dihydrobenzo[d]thiazol-7-yl)ethyl)carbamate).